From a dataset of the Open Reaction Database (ORD), a public repository of structured organic reaction records. describe an organic reaction: reactants, conditions, products, and yield Starting materials: BrC1=C(C(=CC2=C(C=CC=C12)[N+](=O)[O-])O)O (1-bromo-2,3-dihydroxy-5-nitronaphthalene), C(=O)([O-])[O-].[K+].[K+] (K2CO3), CI (Methyl iodide). The solvent is CN(C)C=O (DMF), O (water). Conditions: temperature 50 celsius. Product: BrC1=C(C(=CC2=C(C=CC=C12)[N+](=O)[O-])OC)OC (1-bromo-5-nitro-2,3-dimethoxynaphthalene). Reaction SMILES: [Br:1][C:2]1[C:11]2[C:6](=[C:7]([N+:12]([O-:14])=[O:13])[CH:8]=[CH:9][CH:10]=2)[CH:5]=[C:4]([OH:15])[C:3]=1O.[C:17]([O-:20])([O-])=O.[K+].[K+].[CH3:23]I>CN(C=O)C.O>[Br:1][C:2]1[C:11]2[C:6](=[C:7]([N+:12]([O-:14])=[O:13])[CH:8]=[CH:9][CH:10]=2)[CH:5]=[C:4]([O:15][CH3:23])[C:3]=1[O:20][CH3:17] |f:1.2.3|. Procedure details: To a solution of 75 mg of 1-bromo-2,3-dihydroxy-5-nitronaphthalene in 3.0 ml of DMF was added K2CO3 and Methyl iodide. The resulting solution was heated at 50° C. overnight after which the reaction mixture was diluted with water and extracted with ethyl acetate. Column chromatography using 30% ethyl acetate in hexane afforded the product, 1-bromo-5-nitro-2,3-dimethoxynaphthalene as a yellow solid. (Yield: 60 mg; 1H NMR (CDCl3) δ 3.99 (s, 3H), 4.04 (s, 3H), 7.45-7.53 (m, 1H), 7.98 (s, 1H), 8.21 (... Reactants: C[C@@H](CC)OC=1C=C(C(=O)NC2=NN(C=C2)C)C=C(C1)OCC1=CC=CC=C1 (3-{[(1S)-1-methylpropyl]oxy}-N-(1-methyl-1H-pyrazol-3-yl)-5-[(phenylmethyl)oxy]benzamide). The reagents and catalysts are [Pd] (palladium on carbon). The solvent is C1CCOC1 (THF), C(C)O (ethanol). Reaction conditions: time 8 hour. Yields the product OC=1C=C(C(=O)NC2=NN(C=C2)C)C=C(C1)O[C@H](CC)C (3-Hydroxy-5-{[(1S)-1-methylpropyl]oxy}-N-(1-methyl-1H-pyrazol-3-yl)benzamide). Isolated yield 99.5%. As a reaction SMILES: [CH3:1][C@H:2]([O:5][C:6]1[CH:7]=[C:8]([CH:18]=[C:19]([O:21]CC2C=CC=CC=2)[CH:20]=1)[C:9]([NH:11][C:12]1[CH:16]=[CH:15][N:14]([CH3:17])[N:13]=1)=[O:10])[CH2:3][CH3:4]>C1COCC1.C(O)C.[Pd]>[OH:21][C:19]1[CH:18]=[C:8]([CH:7]=[C:6]([O:5][C@@H:2]([CH3:1])[CH2:3][CH3:4])[CH:20]=1)[C:9]([NH:11][C:12]1[CH:16]=[CH:15][N:14]([CH3:17])[N:13]=1)=[O:10]. Procedure details: A solution of 3-{[(1S)-1-methylpropyl]oxy}-N-(1-methyl-1H-pyrazol-3-yl)-5-[(phenylmethyl)oxy]benzamide (900 mg) in THF (5 mL) and ethanol (5 mL) containing 10% palladium on carbon was stirred under an atmosphere of hydrogen overnight. The palladium on carbon was removed by filtration and the filtrate evaporated under reduced pressure to give the required compound as a white solid (683 mg). 1H NMR δ (CDCl3): 0.95 (t, 3H), 1.27 (d, 3H), 1.54-1.80 (m, 2H), 3.79 (s, 3H), 4.31 (q, 1H), 6.57 (t, 1H), ... Reactants: C(C)#N (acetonitrile), C(C)(C)N (iso-propylamine), ClC=1SC(=C(N1)C(F)(F)F)C(=O)OCC1=CC=CC=C1 (benzyl 2-chloro-4-trifluoromethyl-5-thiazolecarboxylate). Solvent: C(C)OCC (ethyl ether). Product: CC(C)NC=1SC(=C(N1)C(F)(F)F)C(=O)OCC1=CC=CC=C1 (Benzyl 2-[(1-methylethyl)amino]-4-(trifluoromethyl)-5-thiazolecarboxylate). The yield is 62.0%. RXN SMILES: C(#N)C.[CH:4]([NH2:7])([CH3:6])[CH3:5].Cl[C:9]1[S:10][C:11]([C:18]([O:20][CH2:21][C:22]2[CH:27]=[CH:26][CH:25]=[CH:24][CH:23]=2)=[O:19])=[C:12]([C:14]([F:17])([F:16])[F:15])[N:13]=1>C(OCC)C>[CH3:5][CH:4]([NH:7][C:9]1[S:10][C:11]([C:18]([O:20][CH2:21][C:22]2[CH:27]=[CH:26][CH:25]=[CH:24][CH:23]=2)=[O:19])=[C:12]([C:14]([F:16])([F:15])[F:17])[N:13]=1)[CH3:6]. Procedure details: A reaction vessel was charged with 25 ml of acetonitrile, 2.94 g (49.8 mmol) of iso-propylamine, and 8 g (24.9 mmol) of benzyl 2-chloro-4-trifluoromethyl-5-thiazolecarboxylate (prepared as described in U.S. Pat. No. 4,199,506). The reaction mixture was heated at reflux for 16 hours. The mixture was then cooled to ambient temperature, diluted with ethyl ether, washed with large amounts of water, dried over magnesium sulfate, and concentrated under reduced pressure to yield 5.32 g of a gold oil. T...